This data is from the Open Reaction Database (ORD), a public repository of structured organic reaction records. The task is: describe an organic reaction: reactants, conditions, products, and yield The reactants are CC1=CC=C(C=C1)SCCCCOC1=CC2=C(C(OC(N2)=O)(C)C)C=C1 (7-[4-(4-methylphenylmercapto)-butoxy]-4,4-dimethyl-4H-3,1-benzoxazin-2-one), OO (hydrogen peroxide). Product: CC1=CC=C(C=C1)S(=O)CCCCOC1=CC2=C(C(OC(N2)=O)(C)C)C=C1 (7-[4-(4-Methyl-phenylsulfinyl)-butoxy]-4,4-dimethyl-4H-3,1-benzoxazin-2-one). As a reaction SMILES: [CH3:1][C:2]1[CH:7]=[CH:6][C:5]([S:8][CH2:9][CH2:10][CH2:11][CH2:12][O:13][C:14]2[CH:26]=[CH:25][C:17]3[C:18]([CH3:24])([CH3:23])[O:19][C:20](=[O:22])[NH:21][C:16]=3[CH:15]=2)=[CH:4][CH:3]=1.[OH:27]O>>[CH3:1][C:2]1[CH:3]=[CH:4][C:5]([S:8]([CH2:9][CH2:10][CH2:11][CH2:12][O:13][C:14]2[CH:26]=[CH:25][C:17]3[C:18]([CH3:23])([CH3:24])[O:19][C:20](=[O:22])[NH:21][C:16]=3[CH:15]=2)=[O:27])=[CH:6][CH:7]=1. Reported procedure: Prepared analogously to Example 2 from 7-[4-(4-methylphenylmercapto)-butoxy]-4,4-dimethyl-4H-3,1-benzoxazin-2-one and hydrogen peroxide. The reactants are S(=O)(Cl)Cl (thionylchloride), OCC1=CC=C(C=C1)\C=C\C1=CC=C(C=C1)OCCCCCC ((E)-4-hydroxymethyl-4′-hexyloxystilbene), O (water). Solvent: ClCCl (dichloromethane). Product: ClCC1=CC=C(C=C1)\C=C\C1=CC=C(C=C1)OCCCCCC ((E)-4-chloromethyl-4′-hexyloxystilbene). Yield: 60.0%. RXN SMILES: O[CH2:2][C:3]1[CH:8]=[CH:7][C:6](/[CH:9]=[CH:10]/[C:11]2[CH:16]=[CH:15][C:14]([O:17][CH2:18][CH2:19][CH2:20][CH2:21][CH2:22][CH3:23])=[CH:13][CH:12]=2)=[CH:5][CH:4]=1.S(Cl)([Cl:26])=O.O>ClCCl>[Cl:26][CH2:2][C:3]1[CH:8]=[CH:7][C:6](/[CH:9]=[CH:10]/[C:11]2[CH:16]=[CH:15][C:14]([O:17][CH2:18][CH2:19][CH2:20][CH2:21][CH2:22][CH3:23])=[CH:13][CH:12]=2)=[CH:5][CH:4]=1. Reported procedure: To a solution of 1.7 g (5.5 mmole) of (E)-4-hydroxymethyl-4′-hexyloxystilbene (7) in 12 ml of dichloromethane cooled in an ice bath under N2 atmosphere were added dropwise 0.5 ml of thionylchloride in 3 ml of dichloromerthane. After 1.5 h 16 ml of water were added and the organic layer was separated. It was washed with 12 ml of brine, dried over MgSO4 and the solvent was evaporated. A white solid was obtained which was recrystallized from 80 ml of a 1:1 mixture of hexane and ethanol. 1.1 g of wh... The reactants are CC(C)(C)S(N)=O, CC(C)(CCC=O)C(=O)OCc1ccccc1, ClCCl. Product: CC(C)(CCC=NS(=O)C(C)(C)C)C(=O)OCc1ccccc1. As a reaction SMILES: [CH3:18][C:19]([CH3:20])([CH3:21])[S:22](=[O:23])[NH2:24].[CH3:1][C:2]([C:3](=[O:4])[O:5][CH2:6][c:7]1[cH:8][cH:9][cH:10][cH:11][cH:12]1)([CH2:13][CH2:14][CH:15]=[O:16])[CH3:17].[Cl:25][CH2:26][Cl:27]>>[CH3:1][C:2]([C:3](=[O:4])[O:5][CH2:6][c:7]1[cH:8][cH:9][cH:10][cH:11][cH:12]1)([CH2:13][CH2:14][CH:15]=[N:24][S:22]([C:19]([CH3:18])([CH3:20])[CH3:21])=[O:23])[CH3:17]. Reactants: ClCCl, O=C(O)C(F)(F)F, CC(C)(C)OC(=O)NC(C(=O)N1CCCC1C(=O)NCc1cc(Cl)ccc1CC(N)C(F)(F)F)C1CCCCC1. Product: NC(C(=O)N1CCCC1C(=O)NCc1cc(Cl)ccc1CC(N)C(F)(F)F)C1CCCCC1. As a reaction SMILES: [Cl:48][CH2:49][Cl:50].[F:1][C:2]([F:3])([F:4])[C:5]([OH:6])=[O:7].[NH2:8][CH:9]([CH2:10][c:11]1[c:12]([CH2:13][NH:14][C:15]([CH:16]2[N:17]([C:21]([CH:22]([CH:23]3[CH2:24][CH2:25][CH2:26][CH2:27][CH2:28]3)[NH:29][C:30]([O:31][C:32]([CH3:33])([CH3:34])[CH3:35])=[O:36])=[O:37])[CH2:18][CH2:19][CH2:20]2)=[O:38])[cH:39][c:40]([Cl:43])[cH:41][cH:42]1)[C:44]([F:45])([F:46])[F:47]>>[NH2:8][CH:9]([CH2:10][c:11]1[c:12]([CH2:13][NH:14][C:15]([CH:16]2[N:17]([C:21]([CH:22]([CH:23]3[CH2:24][CH2:25][CH2:26][CH2:27][CH2:28]3)[NH2:29])=[O:37])[CH2:18][CH2:19][CH2:20]2)=[O:38])[cH:39][c:40]([Cl:43])[cH:41][cH:42]1)[C:44]([F:45])([F:46])[F:47].